From a dataset of the Open Reaction Database (ORD), a public repository of structured organic reaction records. describe an organic reaction: reactants, conditions, products, and yield Reactants: CCC(=O)CC, COS(=O)(=O)OC, Cc1cccc(Oc2ccc(F)cc2)c1C(=O)O, [K+], [K+], O=C([O-])[O-]. The product is COC(=O)c1c(C)cccc1Oc1ccc(F)cc1. As a reaction SMILES: [CH2:32]([C:33]([CH2:34][CH3:35])=[O:36])[CH3:37].[CH3:19][O:20][S:21]([O:22][CH3:23])(=[O:24])=[O:25].[F:1][c:2]1[cH:3][cH:4][c:5]([O:6][c:7]2[c:8]([C:9](=[O:10])[OH:11])[c:12]([CH3:16])[cH:13][cH:14][cH:15]2)[cH:17][cH:18]1.[K+:26].[K+:27].[O-:28][C:29]([O-:30])=[O:31]>>[F:1][c:2]1[cH:3][cH:4][c:5]([O:6][c:7]2[c:8]([C:9]([O:10][CH3:19])=[O:11])[c:12]([CH3:16])[cH:13][cH:14][cH:15]2)[cH:17][cH:18]1. The reactants are CS(=O)(=O)Cl (Methanesulfonyl chloride), ClC=1N(C=C(N1)[N+](=O)[O-])CC(CO)(C)O (2-chloro-1-(2,3-dihydroxy-2-methylpropyl)-4-nitroimidazole), Cl (hydrochloric acid). The solvent is N1=CC=CC=C1 (pyridine). Reaction conditions: time 1.5 hour. Product: ClC=1N(C=C(N1)[N+](=O)[O-])CC(COS(=O)(=O)C)(C)O (2-chloro-1-(2-hydroxy-3-methanesulfonyloxy-2-methylpropyl)-4-nitroimidazole). Isolated yield 100.0%. Reaction SMILES: [CH3:1][S:2](Cl)(=[O:4])=[O:3].[Cl:6][C:7]1[N:8]([CH2:15][C:16]([OH:20])([CH3:19])[CH2:17][OH:18])[CH:9]=[C:10]([N+:12]([O-:14])=[O:13])[N:11]=1.Cl>N1C=CC=CC=1>[Cl:6][C:7]1[N:8]([CH2:15][C:16]([OH:20])([CH3:19])[CH2:17][O:18][S:2]([CH3:1])(=[O:4])=[O:3])[CH:9]=[C:10]([N+:12]([O-:14])=[O:13])[N:11]=1. Procedure details: Methanesulfonyl chloride (2.01 ml, 25.72 mmol) was added to a solution of 2-chloro-1-(2,3-dihydroxy-2-methylpropyl)-4-nitroimidazole prepared in Example 3 (5.05 g, 21.43 mmol) in pyridine (10 ml) with cooling on ice-bath and the resulting mixture was stirred at room temperature for 1.5 hours. 6N hydrochloric acid was added to the mixture, and the resulting mixture was extracted with ethyl acetate. The organic phase was dried over magnesium sulfate, and then concentrated under reduced pressure to... Starting materials: CC1=C2C=C(NC2=C(C=C1)N(S(=O)(=O)C=1SC=CC1)C)C=1SC(CN1)CC(=O)OCC (Ethyl (2-{4-methyl-7-[methyl(2-thienylsulfonyl)amino]-1H-indol-2-yl}-4,5-dihydro-1,3-thiazol-5-yl)acetate), C(CC(O)(C(=O)O)CC(=O)O)(=O)O (citric acid), [OH-].[K+] (potassium hydroxide). The solvent is O1CCCC1 (tetrahydrofuran), CO (methanol). The product is CC1=C2C=C(NC2=C(C=C1)N(S(=O)(=O)C=1SC=CC1)C)C=1SC(CN1)CC(=O)O ((2-{4-methyl-7-[methyl(2-thienylsulfonyl)amino]-1H-indol-2-yl}-4,5-dihydro-1,3-thiazol-5-yl)acetic acid). Isolated yield 107.3%. Reaction SMILES: [CH3:1][C:2]1[CH:10]=[CH:9][C:8]([N:11]([CH3:20])[S:12]([C:15]2[S:16][CH:17]=[CH:18][CH:19]=2)(=[O:14])=[O:13])=[C:7]2[C:3]=1[CH:4]=[C:5]([C:21]1[S:22][CH:23]([CH2:26][C:27]([O:29]CC)=[O:28])[CH2:24][N:25]=1)[NH:6]2.[OH-].[K+].C(O)(=O)CC(CC(O)=O)(C(O)=O)O>O1CCCC1.CO>[CH3:1][C:2]1[CH:10]=[CH:9][C:8]([N:11]([CH3:20])[S:12]([C:15]2[S:16][CH:17]=[CH:18][CH:19]=2)(=[O:14])=[O:13])=[C:7]2[C:3]=1[CH:4]=[C:5]([C:21]1[S:22][CH:23]([CH2:26][C:27]([OH:29])=[O:28])[CH2:24][N:25]=1)[NH:6]2 |f:1.2|. Procedure details: Ethyl (2-{4-methyl-7-[methyl(2-thienylsulfonyl)amino]-1H-indol-2-yl}-4,5-dihydro-1,3-thiazol-5-yl)acetate (0.99 g) was dissolved in a mixed solvent of tetrahydrofuran (12 mL)-methanol (12 mL), and the mixture was ice-cooled. Aqueous potassium hydroxide solution (prepared by dissolving potassium hydroxide (0.35 g) in water (5 mL)) was added to this solution, and the mixture was stirred from under ice-cooling to room temperature for 15 hr. The reaction solution was acidified with aqueous citric ac... Starting materials: aqueous solution, S(=O)(O)[O-].[Na+] (sodium hydrogensulfite), aqueous solution, S(=O)([O-])[O-].[Na+].[Na+] (sodium sulfite). Product: aqueous solution, S(=O)(=O)([O-])S(=O)[O-].[Na+].[Na+] (sodium pyrosulfite). Reaction SMILES: [S:1]([O-:4])([O-:3])=[O:2].[Na+:5].[Na+].[S:7]([O-])([OH:9])=[O:8].[Na+]>>[S:1]([S:7]([O-:9])=[O:8])([O-:4])(=[O:3])=[O:2].[Na+:5].[Na+:5] |f:0.1.2,3.4,5.6.7|. Procedure: Further comparative experiments were undertaken in the same manner as above except that the 0.01 mole/liter aqueous solution of sodium sulfite was replaced with an equal volume of a 0.01 mole/liter aqueous solution of sodium hydrogensulfite or a 0.00491 mole/liter aqueous solution of sodium pyrosulfite to give the results almost identical with those shown by the curve VI in FIG. 1. The residual cyanide concentration was 24.4 ppm or 29.8 ppm after 120 minutes of the treatment with sodium hydrogen... Reactants: C=C(C)C(=O)O, N#Cc1c(F)c(F)c(O)c(F)c1F, [Ca+2], [Cl-], Cl, O=C([O-])[O-], c1ccccc1. Product: C=C(C)C(=O)Oc1c(F)c(F)c(C#N)c(F)c1F. As a reaction SMILES: [C:15]([C:16](=[CH2:17])[CH3:18])(=[O:19])[OH:20].[C:1](#[N:2])[c:3]1[c:4]([F:13])[c:5]([F:12])[c:6]([OH:11])[c:7]([F:10])[c:8]1[F:9].[Ca+2:21].[Cl-:14].[ClH:26].[O-:22][C:23](=[O:24])[O-:25].[cH:27]1[cH:28][cH:29][cH:30][cH:31][cH:32]1>>[C:1](#[N:2])[c:3]1[c:4]([F:13])[c:5]([F:12])[c:6]([O:11][C:15]([C:16](=[CH2:17])[CH3:18])=[O:19])[c:7]([F:10])[c:8]1[F:9]. Yields the product O1C(=NC2=C1C=CC=C2)C=2C=CC(=C(C#N)C2)C2=NC=CC=C2 (5-(1,3-benzoxazol-2-yl)-2-pyridin-2-yl benzonitrile). Conditions: temperature 90 celsius, time 8 hour. Run in COCCOC (DME), [Cl-].[Na+].O (brine). The reagents and catalysts are C=1C=CC(=CC1)[P](C=2C=CC=CC2)(C=3C=CC=CC3)[Pd]([P](C=4C=CC=CC4)(C=5C=CC=CC5)C=6C=CC=CC6)([P](C=7C=CC=CC7)(C=8C=CC=CC8)C=9C=CC=CC9)[P](C=1C=CC=CC1)(C=1C=CC=CC1)C=1C=CC=CC1 (tetrakis(triphenylphosphine)palladium(0)). As a reaction SMILES: FC(F)(F)S(O[C:7]1[CH:12]=[CH:11][C:10]([C:13]2[O:14][C:15]3[CH:21]=[CH:20][CH:19]=[CH:18][C:16]=3[N:17]=2)=[CH:9][C:8]=1[C:22]#[N:23])(=O)=O.C([Sn](CCCC)(CCCC)[C:31]1[CH:36]=[CH:35][CH:34]=[CH:33][N:32]=1)CCC.CCOC(C)=O>COCCOC.[Cl-].[Na+].O.C1C=CC([P]([Pd]([P](C2C=CC=CC=2)(C2C=CC=CC=2)C2C=CC=CC=2)([P](C2C=CC=CC=2)(C2C=CC=CC=2)C2C=CC=CC=2)[P](C2C=CC=CC=2)(C2C=CC=CC=2)C2C=CC=CC=2)(C2C=CC=CC=2)C2C=CC=CC=2)=CC=1>[O:14]1[C:15]2[CH:21]=[CH:20][CH:19]=[CH:18][C:16]=2[N:17]=[C:13]1[C:10]1[CH:11]=[CH:12][C:7]([C:31]2[CH:36]=[CH:35][CH:34]=[CH:33][N:32]=2)=[C:8]([CH:9]=1)[C:22]#[N:23] |f:4.5.6,^1:63,65,84,103|. The reactants are FC(S(=O)(=O)OC1=C(C=C(C=C1)C=1OC2=C(N1)C=CC=C2)C#N)(F)F (4-(1,3-benzoxazol-2-yl)-2-cyanophenyl trifluoromethanesulfonate), C(CCC)[Sn](C1=NC=CC=C1)(CCCC)CCCC (2-tri-n-butylstannylpyridine), CCOC(=O)C (EtOAc). Procedure: The degassed solution of 4-(1,3-benzoxazol-2-yl)-2-cyanophenyl trifluoromethanesulfonate (300 mg, 1.2 mmol) in DME (5 mL) was added 2-tri-n-butylstannylpyridine (273 mg, 0.74 mmol), tetrakis(triphenylphosphine)palladium(0) (150 mg, 0.1 mmol). The reaction was stirred at 90° C. overnight and cooled to rt. EtOAc (100 mL) was added, as well as brine (50 mL). The organic layer was washed with brine (2×20 mL), dried (MgSO4), and the crude material was purified on flash column (silica gel, hexanes:EtO... Starting materials: C(C)(=O)OCC([C@H]1[C@@H](C[C@H]2[C@@H]3C=C(C4=CC(CC[C@]4(C)[C@H]3[C@H](C[C@]12C)O)=O)Cl)C)=O (21-acetoxy-6-chloro-11β-hydroxy-16α-methyl-4,6-pregnadiene-3,20-dione), CO (methanol), C([O-])([O-])=O.[K+].[K+] (potassium carbonate). The solvent is C(C)(=O)O (acetic acid). Yields the product ClC1=C[C@H]2[C@@H]3C[C@H]([C@H](C(CO)=O)[C@]3(C[C@@H]([C@@H]2[C@]2(CCC(C=C12)=O)C)O)C)C (6-chloro-11β,21-dihydroxy-16α-methyl-4,6-pregnadiene-3,20-dione). As a reaction SMILES: C([O:4][CH2:5][C:6](=[O:30])[C@@H:7]1[C@:24]2([CH3:25])[C@H:10]([C@H:11]3[C@H:21]([C@@H:22]([OH:26])[CH2:23]2)[C@:19]2([CH3:20])[C:14](=[CH:15][C:16](=[O:27])[CH2:17][CH2:18]2)[C:13]([Cl:28])=[CH:12]3)[CH2:9][C@H:8]1[CH3:29])(=O)C.CO.C(=O)([O-])[O-].[K+].[K+]>C(O)(=O)C>[Cl:28][C:13]1[C:14]2[C@:19]([CH3:20])([CH2:18][CH2:17][C:16](=[O:27])[CH:15]=2)[C@@H:21]2[C@H:11]([C@H:10]3[C@:24]([CH3:25])([CH2:23][C@@H:22]2[OH:26])[C@@H:7]([C:6](=[O:30])[CH2:5][OH:4])[C@H:8]([CH3:29])[CH2:9]3)[CH:12]=1 |f:2.3.4|. Procedure: A solution of 2.95 g. of 21-acetoxy-6-chloro-11β-hydroxy-16α-methyl-4,6-pregnadiene-3,20-dione in 80 ml. of methanol is combined with 800 mg. of potassium carbonate and stirred for 5 minutes at room temperature under argon. After adding 5 ml. of acetic acid and 5 ml. of water, the reaction solution is completely evaporated under vacuum. The residue is chromatographed on silica gel. With 42-50% acetone-hexane and after recrystallization from acetone-diisopropyl ether, 1.55 g. of 6-chloro-11β,21-d...